From a dataset of the Open Reaction Database (ORD), a public repository of structured organic reaction records. describe an organic reaction: reactants, conditions, products, and yield The reactants are solution, ClCC(=O)C1=C(C=C(C=C1)Cl)Cl (2,2',4'-trichloroacetophenone), BrC(C(=O)OCC)(F)F (ethyl bromodifluoroacetate), Cl (hydrochloric acid), C(C)(=O)OCC (ethyl acetate). Reagents/catalysts: [Zn] (zinc). Run in O1CCCC1 (tetrahydrofuran), O1CCCC1 (tetrahydrofuran), O (water). Product: ClCC(C(C(=O)OCC)(F)F)(O)C1=C(C=C(C=C1)Cl)Cl (ethyl 4-chloro-3-(2,4-dichlorophenyl)-2,2-difluoro-3-hydroxybutyrate). Yield: 52.6%. RXN SMILES: Br[C:2]([F:9])([F:8])[C:3]([O:5][CH2:6][CH3:7])=[O:4].[Cl:10][CH2:11][C:12]([C:14]1[CH:19]=[CH:18][C:17]([Cl:20])=[CH:16][C:15]=1[Cl:21])=[O:13].C(OCC)(=O)C.Cl>O1CCCC1.[Zn].O>[Cl:10][CH2:11][C:12]([C:14]1[CH:19]=[CH:18][C:17]([Cl:20])=[CH:16][C:15]=1[Cl:21])([OH:13])[C:2]([F:9])([F:8])[C:3]([O:5][CH2:6][CH3:7])=[O:4]. Reported procedure: In 20 ml of dried tetrahydrofuran was suspended 0.97 g of zinc. To the suspension was dropwise added 3.0 g of ethyl bromodifluoroacetate under reflux. Then, 10 ml of a solution of 2.2 g of 2,2',4'-trichloroacetophenone dissolved in dried tetrahydrofuran was dropwise added under reflux. The resulting mixture was refluxed for 10 minutes. The insolubles were removed by filtration. The solvent was removed by distillation under reduced pressure. To the residue obtained were added 20 ml of ethyl aceta... Procedure details: Using 2 parts of 5 % palladium-on-carbon, 2 parts of 2-cyclopentylamino-5,6-dihydroxy-3,4-dihydro-1(2H)-naphthalenone hydrobromide in 50 volume parts of water is subjected to catalytic reduction at ordinary temperature and pressure. After a stoichiometric amount of hydrogen has been absorbed, the reaction is terminated and the catalyst is filtered off. The filtrate is freeze-dried and the residue is recrystallized from a mixture of ethanol and ethyl acetate. The procedure yields 1.54 parts of 2-... Starting materials: Br.C1(CCCC1)NC1C(C2=CC=C(C(=C2CC1)O)O)=O (2-cyclopentylamino-5,6-dihydroxy-3,4-dihydro-1(2H)-naphthalenone hydrobromide). RXN SMILES: [BrH:1].[CH:2]1([NH:7][CH:8]2[CH2:17][CH2:16][C:15]3[C:10](=[CH:11][CH:12]=[C:13]([OH:19])[C:14]=3[OH:18])[C:9]2=[O:20])[CH2:6][CH2:5][CH2:4][CH2:3]1>[Pd].O>[BrH:1].[CH:2]1([NH:7][CH:8]2[CH2:17][CH2:16][C:15]3[C:10](=[CH:11][CH:12]=[C:13]([OH:19])[C:14]=3[OH:18])[CH:9]2[OH:20])[CH2:3][CH2:4][CH2:5][CH2:6]1 |f:0.1,4.5|. The reagents and catalysts are [Pd] (palladium-on-carbon). Yields the product Br.C1(CCCC1)NC1C(C2=CC=C(C(=C2CC1)O)O)O (2-cyclopentylamino-1,5,6-trihydroxy-1,2,3,4-tetrahydronaphthalene hydrobromide). The solvent is O (water). Reactants: CC(OC1CCCCO1)C(C)(C)c1cc(NC(=O)C(C)(C)S(=O)(=O)C2CCOCC2)on1, CCO, Cc1ccc(S(=O)(=O)[O-])cc1, c1cc[nH+]cc1. The product is CC(O)C(C)(C)c1cc(NC(=O)C(C)(C)S(=O)(=O)C2CCOCC2)on1. Reaction SMILES: [CH3:1][C:2]([CH:3]([CH3:4])[O:5][CH:6]1[CH2:7][CH2:8][CH2:9][CH2:10][O:11]1)([CH3:12])[c:13]1[n:14][o:15][c:16]([NH:18][C:19]([C:20]([CH3:21])([S:22](=[O:23])(=[O:24])[CH:25]2[CH2:26][CH2:27][O:28][CH2:29][CH2:30]2)[CH3:31])=[O:32])[cH:17]1.[CH3:50][CH2:51][OH:52].[c:33]1([CH3:34])[cH:35][cH:36][c:37]([S:38]([O-:39])(=[O:40])=[O:41])[cH:42][cH:43]1.[nH+:44]1[cH:45][cH:46][cH:47][cH:48][cH:49]1>>[CH3:1][C:2]([CH:3]([CH3:4])[OH:5])([CH3:12])[c:13]1[n:14][o:15][c:16]([NH:18][C:19]([C:20]([CH3:21])([S:22](=[O:23])(=[O:24])[CH:25]2[CH2:26][CH2:27][O:28][CH2:29][CH2:30]2)[CH3:31])=[O:32])[cH:17]1.